Dataset: the Open Reaction Database (ORD), a public repository of structured organic reaction records. Task: describe an organic reaction: reactants, conditions, products, and yield The reactants are N-sulphuric acid, C([O-])(O)=O.[Na+] (sodium bicarbonate), Cl[C@@H]1[C@@H]2[C@]3(C=CC(C=C3CC[C@H]2[C@@H]2C[C@@H]([C@](C(CO)=O)([C@]2(C1)C)O)C)=O)C (11β-chloro-17,21-dihydroxy-16β-methylpregna-1,4-diene-3,20-dione), C(C(C)C)(OC)(OC)OC (trimethyl orthoisobutyrate), C1(=CC=C(C=C1)S(=O)(=O)O)C (toluene p-sulphonic acid), C([O-])(O)=O.[Na+] (sodium bicarbonate). Reaction conditions: time 30 minute. Run in CC(=O)C (acetone), O (water), O1CCOCC1 (dioxan). The product is Cl[C@@H]1[C@@H]2[C@]3(C=CC(C=C3CC[C@H]2[C@@H]2C[C@@H]([C@](C(CO)=O)([C@]2(C1)C)OC(C(C)C)=O)C)=O)C (11β-Chloro-21-hydroxy-17-isobutyryloxy-16β-methylpregna-1,4-diene3,20-dione), ( K ). Procedure: A solution of 11β-chloro-17,21-dihydroxy-16β-methylpregna-1,4-diene-3,20-dione (214 mg.) in dioxan (7 ml.) was treated with trimethyl orthoisobutyrate (0.22 ml.) and toluene p-sulphonic acid (23 mg.) at room temperature. After 45 minutes a little sodium bicarbonate was added and the mixture was then poured into a dilute solution of sodium bicarbonate. The oily product was extracted into ethyl acetate and washed with water. Evaporation of the organic solent gave an oil which was dissolved in acet... Reaction SMILES: [Cl:1][C@H:2]1[CH2:22][C@@:21]2([CH3:23])[C@@H:13]([CH2:14][C@H:15]([CH3:25])[C@:16]2([OH:24])[C:17](=[O:20])[CH2:18][OH:19])[C@H:12]2[C@H:3]1[C@:4]1([CH3:27])[C:9]([CH2:10][CH2:11]2)=[CH:8][C:7](=[O:26])[CH:6]=[CH:5]1.[C:28](OC)(OC)([O:32]C)[CH:29]([CH3:31])[CH3:30].C1(C)C=CC(S(O)(=O)=O)=CC=1.C(=O)(O)[O-].[Na+]>O1CCOCC1.CC(C)=O.O>[Cl:1][C@H:2]1[CH2:22][C@@:21]2([CH3:23])[C@@H:13]([CH2:14][C@H:15]([CH3:25])[C@:16]2([O:24][C:28](=[O:32])[CH:29]([CH3:31])[CH3:30])[C:17](=[O:20])[CH2:18][OH:19])[C@H:12]2[C@H:3]1[C@:4]1([CH3:27])[C:9]([CH2:10][CH2:11]2)=[CH:8][C:7](=[O:26])[CH:6]=[CH:5]1 |f:3.4|. Starting materials: CC(C)N, O=C(c1cc(C(F)(F)F)cc(C(F)(F)F)c1)N1CCC2(CC1)C(=O)N(CCCO)CN2c1ccccc1. The product is CC(C)NCCCN1CN(c2ccccc2)C2(CCN(C(=O)c3cc(C(F)(F)F)cc(C(F)(F)F)c3)CC2)C1=O. RXN SMILES: [CH3:38][CH:39]([CH3:40])[NH2:41].[F:1][C:2]([c:3]1[cH:4][c:5]([C:6](=[O:7])[N:8]2[CH2:9][CH2:10][C:11]3([C:12](=[O:26])[N:13]([CH2:22][CH2:23][CH2:24][OH:25])[CH2:14][N:15]3[c:16]3[cH:17][cH:18][cH:19][cH:20][cH:21]3)[CH2:27][CH2:28]2)[cH:29][c:30]([C:32]([F:33])([F:34])[F:35])[cH:31]1)([F:36])[F:37]>>[F:1][C:2]([c:3]1[cH:4][c:5]([C:6](=[O:7])[N:8]2[CH2:9][CH2:10][C:11]3([C:12](=[O:26])[N:13]([CH2:22][CH2:23][CH2:24][NH:41][CH:39]([CH3:38])[CH3:40])[CH2:14][N:15]3[c:16]3[cH:17][cH:18][cH:19][cH:20][cH:21]3)[CH2:27][CH2:28]2)[cH:29][c:30]([C:32]([F:33])([F:34])[F:35])[cH:31]1)([F:36])[F:37]. Starting materials: O=C([O-])O, COS(=O)(=O)OC, CC(C)=O, CC(C)Oc1cc(-n2c(=O)cc(C(F)(F)C(F)(F)F)[nH]c2=O)c(F)cc1Cl, [Na+]. Product: COc1nc(C(F)(F)C(F)(F)F)cc(=O)n1-c1cc(OC(C)C)c(Cl)cc1F. RXN SMILES: [C:28](=[O:29])([OH:30])[O-:31].[CH3:33][O:34][S:35]([O:36][CH3:37])(=[O:38])=[O:39].[CH3:40][C:41](=[O:42])[CH3:43].[Cl:1][c:2]1[cH:3][c:4]([F:27])[c:5](-[n:12]2[c:13](=[O:26])[nH:14][c:15]([C:19]([C:20]([F:21])([F:22])[F:23])([F:24])[F:25])[cH:16][c:17]2=[O:18])[cH:6][c:7]1[O:8][CH:9]([CH3:10])[CH3:11].[Na+:32]>>[Cl:1][c:2]1[cH:3][c:4]([F:27])[c:5](-[n:12]2[c:13]([O:26][CH3:28])[n:14][c:15]([C:19]([C:20]([F:21])([F:22])[F:23])([F:24])[F:25])[cH:16][c:17]2=[O:18])[cH:6][c:7]1[O:8][CH:9]([CH3:10])[CH3:11]. The reactants are C1(CC1)C1=CC(=NC=2N1N=CC2C#C)C2=CC=C(C=C2)C(F)(F)F (7-cyclopropyl-3-ethynyl-5-(4-trifluoromethyl-phenyl)-pyrazolo[1,5-a]pyrimidine), BrC1=CC=C(S1)S(=O)(=O)N (5-bromo-thiophene-2-sulfonic acid amide). Yields the product C1(CC1)C1=CC(=NC=2N1N=CC2C#CC2=CC=C(S2)S(=O)(=O)N)C2=CC=C(C=C2)C(F)(F)F (5-[7-Cyclopropyl-5-(4-trifluoromethyl-phenyl)-pyrazolo[1,5-a]pyrimidin-3-ylethynyl]-thiophene-2-sulfonic acid amide), solid. The yield is 63.0%. As a reaction SMILES: [CH:1]1([C:4]2[N:9]3[N:10]=[CH:11][C:12]([C:13]#[CH:14])=[C:8]3[N:7]=[C:6]([C:15]3[CH:20]=[CH:19][C:18]([C:21]([F:24])([F:23])[F:22])=[CH:17][CH:16]=3)[CH:5]=2)[CH2:3][CH2:2]1.Br[C:26]1[S:30][C:29]([S:31]([NH2:34])(=[O:33])=[O:32])=[CH:28][CH:27]=1>>[CH:1]1([C:4]2[N:9]3[N:10]=[CH:11][C:12]([C:13]#[C:14][C:26]4[S:30][C:29]([S:31]([NH2:34])(=[O:33])=[O:32])=[CH:28][CH:27]=4)=[C:8]3[N:7]=[C:6]([C:15]3[CH:16]=[CH:17][C:18]([C:21]([F:22])([F:23])[F:24])=[CH:19][CH:20]=3)[CH:5]=2)[CH2:3][CH2:2]1. Reported procedure: The title compound was prepared from 7-cyclopropyl-3-ethynyl-5-(4-trifluoromethyl-phenyl)-pyrazolo[1,5-a]pyrimidine (example C.7) (82 mg, 0.25 mmol) and commercially available 5-bromo-thiophene-2-sulfonic acid amide (61 mg, 0.25 mmol) according to general procedure II. Obtained as a yellow solid (77 mg, 63%). MS (ISP) 489.3 [(M+H)+]; mp 231-233° C. The reactants are C(C)OC(\C=C\C=C(C1=CC=CC=C1)C1=CC=CC=C1)=O ((E)-5,5-diphenyl-2,4-pentadieneoic acid ethyl ester), [OH-].[K+] (Potassium hydroxide). The solvent is CO (methanol). Product: C1(=CC=CC=C1)C(=C/C=C/C(=O)O)C1=CC=CC=C1 ((E)-5,5-diphenyl-2,4-pentadienoic acid). Yield: 86.7%. RXN SMILES: C([O:3][C:4](=[O:21])/[CH:5]=[CH:6]/[CH:7]=[C:8]([C:15]1[CH:20]=[CH:19][CH:18]=[CH:17][CH:16]=1)[C:9]1[CH:14]=[CH:13][CH:12]=[CH:11][CH:10]=1)C.[OH-].[K+]>CO>[C:9]1([C:8]([C:15]2[CH:20]=[CH:19][CH:18]=[CH:17][CH:16]=2)=[CH:7]/[CH:6]=[CH:5]/[C:4]([OH:21])=[O:3])[CH:10]=[CH:11][CH:12]=[CH:13][CH:14]=1 |f:1.2|. Reported procedure: A solution of (E)-5,5-diphenyl-2,4-pentadieneoic acid ethyl ester (15 g) in methanol (80 mL) was treated with a 4N Potassium hydroxide solution (20 mL) and the mixture was stirred at reflux for 45 minutes. Most of the methanol was removed under reduced pressure, then the residual solution was poured over ice containing 3N hydrochloric acid (30 mL). The resulting solid was collected by filtration washed with water and dried. Crystallization of the crude material from 2-propanol furnished 11.7 g o...